This data is from the Open Reaction Database (ORD), a public repository of structured organic reaction records. The task is: describe an organic reaction: reactants, conditions, products, and yield The reactants are ice water, [Na+].[Cl-] (NaCl), P(Cl)(Cl)(Cl)(Cl)Cl (PCl5), P(Cl)(Cl)(Cl)(Cl)Cl (PCl5), ice, [Na+].C(C)(C)OC(=O)NC1=CC=C(C=C1)C1=CC=C(C=C1)S(=O)(=O)[O-] (4′-isopropoxycarbonylaminobiphenyl-4-sulfonic acid sodium salt), N1=CC=CC=C1 (pyridine), O=P(Cl)(Cl)Cl (POCl3). The solvent is ClCCl (dichloromethane), ClCCl (dichloromethane), C1(=CC=CC=C1)C (toluene), ClCCl (dichloromethane). Reaction conditions: time 1 hour. The product is C(C)(C)OC(NC1=CC=C(C=C1)C1=CC=C(C=C1)S(=O)(=O)Cl)=O (isopropyl(4′-chlorosulfonylbiphenyl-4-yl)carbamate). Yield: 96.0%. Reaction SMILES: [Na+].[CH:2]([O:5][C:6]([NH:8][C:9]1[CH:14]=[CH:13][C:12]([C:15]2[CH:20]=[CH:19][C:18]([S:21]([O-:24])(=O)=[O:22])=[CH:17][CH:16]=2)=[CH:11][CH:10]=1)=[O:7])([CH3:4])[CH3:3].N1C=CC=CC=1.O=P(Cl)(Cl)[Cl:33].P(Cl)(Cl)(Cl)(Cl)Cl.[Na+].[Cl-]>ClCCl.C1(C)C=CC=CC=1>[CH:2]([O:5][C:6](=[O:7])[NH:8][C:9]1[CH:14]=[CH:13][C:12]([C:15]2[CH:20]=[CH:19][C:18]([S:21]([Cl:33])(=[O:24])=[O:22])=[CH:17][CH:16]=2)=[CH:11][CH:10]=1)([CH3:4])[CH3:3] |f:0.1,5.6|. Procedure: A mixture of 4′-isopropoxycarbonylaminobiphenyl-4-sulfonic acid sodium salt (283 g, 0.79 mol), toluene (700 ml) and pyridine (35 ml, 0.43 mol) was stirred vigorously at RT and POCl3 (215 ml) was slowly added dropwise such that the internal temperature was kept between 30° C. and 45° C. Subsequently, PCl5 (100 g) was added at 35° C. in about 6 portions and the mixture was heated to 60° C. within 30 min. Afterward, further PCl5 (100 g) was added at 70° C. within 15 min and the mixture was left to ... Reactants: CC(=O)O, CN(C)CN(C)C, CC#N, COc1cccc2c1CCCC2=O, [Cl-]. The product is COc1cccc2c1CCC(CN(C)C)C2=O, Cl. Reaction SMILES: [C:22]([OH:23])(=[O:24])[CH3:25].[CH3:1][N:2]([CH3:3])[CH2:4][N:5]([CH3:6])[CH3:7].[CH3:26][C:27]#[N:28].[CH3:8][O:9][c:10]1[c:11]2[c:16]([cH:17][cH:18][cH:19]1)[C:15](=[O:20])[CH2:14][CH2:13][CH2:12]2.[Cl-:21]>>[CH3:1][N:2]([CH3:3])[CH2:4][CH:14]1[CH2:13][CH2:12][c:11]2[c:10]([O:9][CH3:8])[cH:19][cH:18][cH:17][c:16]2[C:15]1=[O:20].[ClH:21]. Starting materials: N1=CC(=CC=C1)C=O (3-pyridinecarboxaldehyde), C(C)N (ethylamine). The solvent is C(Cl)(Cl)Cl (chloroform). Yields the product N=1CC(C=CC1)=NCC (N-(3-pyridylidene)-ethylamine). Isolated yield 101.2%. Reaction SMILES: [N:1]1[CH:6]=[CH:5][CH:4]=[C:3](C=O)[CH:2]=1.[CH2:9]([NH2:11])[CH3:10]>C(Cl)(Cl)Cl>[N:1]1[CH2:2][C:3](=[N:11][CH2:9][CH3:10])[CH:4]=[CH:5][CH:6]=1. Procedure details: A solution of 3-pyridinecarboxaldehyde (1 g, 9.3 mmol) and ethylamine (661 mg, 10.2 mmol, 70% wt in water) was strirred at room temperature for 18 h. The reaction mixture was diluted with chloroform (20 mL) and dried over anhydrous K2CO3. The solution was filtered and the solvent was evaporated to afford N-(3-pyridylidene)-ethylamine (XVII) 1.15 g (92%), which was used immediately without further purification. 1H NMR (CDCl3): δ 8.82 (s, 1H), 8.60 (d, 1H), 8.28 (s,1H), 8.10 (m, 1H), 7.4-7.3 (m, 1... The reactants are CS(=O)(=O)Cl (methanesulfonyl chloride), C(C1=CC=CC=C1)OC1=CC=C(CCO)C=C1 (4-benzyloxyphenethyl alcohol). The solvent is C(C)OCC (diethyl ether), N1=CC=CC=C1 (pyridine). Run at time 2 hour. Product: C(C1=CC=CC=C1)OC1=CC=C(C=C1)CCOS(=O)(=O)C (1-benzyloxy-4-(2-methanesulfonyloxyethyl)benzene). The yield is 94.8%. RXN SMILES: [CH3:1][S:2](Cl)(=[O:4])=[O:3].[CH2:6]([O:13][C:14]1[CH:22]=[CH:21][C:17]([CH2:18][CH2:19][OH:20])=[CH:16][CH:15]=1)[C:7]1[CH:12]=[CH:11][CH:10]=[CH:9][CH:8]=1>C(OCC)C.N1C=CC=CC=1>[CH2:6]([O:13][C:14]1[CH:15]=[CH:16][C:17]([CH2:18][CH2:19][O:20][S:2]([CH3:1])(=[O:4])=[O:3])=[CH:21][CH:22]=1)[C:7]1[CH:8]=[CH:9][CH:10]=[CH:11][CH:12]=1. Procedure details: A solution of 3.51 g of methanesulfonyl chloride in 5 ml of diethyl ether was added dropwise over a period of 0.5 hour to a stirred solution of 7.0 g of 4-benzyloxyphenethyl alcohol in 20 ml of pyridine at 0° C. Stirring was continued for 2 hours while the mixture was allowed to warm to room temperature. The mixture was then partitioned between 150 ml of 2N hydrochloric acid and dichloromethane. The organic phase was separated, washed with water, dried over sodium sulfate, filtered, and evaporat... Starting materials: Cl.COC(CN)=O (glycine methyl ester hydrochloride), C([O-])([O-])=O.[Na+].[Na+] (sodium carbonate), BrCC(=O)C1=CC=C(C=C1)Cl (2-bromo-1-(4-chlorophenyl)ethanone). Solvent: C(C(C)C)C(=O)C (methyl isobutyl ketone), C(C(C)C)C(=O)C (methyl isobutyl ketone). Conditions: time 8 hour. Product: ClC1=CC=C(C=C1)C(CNCC(=O)OC)=O (Methyl {[2-(4-chlorophenyl)-2-oxoethyl]amino}acetate). RXN SMILES: Cl.[CH3:2][O:3][C:4](=[O:7])[CH2:5][NH2:6].C(=O)([O-])[O-].[Na+].[Na+].Br[CH2:15][C:16]([C:18]1[CH:23]=[CH:22][C:21]([Cl:24])=[CH:20][CH:19]=1)=[O:17]>C(C(C)=O)C(C)C>[Cl:24][C:21]1[CH:22]=[CH:23][C:18]([C:16](=[O:17])[CH2:15][NH:6][CH2:5][C:4]([O:3][CH3:2])=[O:7])=[CH:19][CH:20]=1 |f:0.1,2.3.4|. Reported procedure: A solution of glycine methyl ester hydrochloride (5.00 g, 39.8 mmol) in 80 ml methyl isobutyl ketone is treated with 12.6 g of sodium carbonate and the mixture stirred overnight at RT. Next, a solution of 2-bromo-1-(4-chlorophenyl)ethanone (8.37 g, 35.8 mmol) in 40 ml methyl isobutyl ketone is added dropwise to this suspension. The mixture is stirred for 1 hr more at RT, then the solid is suction-filtered and washed with 55 ml methyl isobutyl ketone. The filtrate is acidified with 12 ml of 6 N h... Reactants: COCCO[Al+]OCCOC, ClC(Cl)Cl, [H-], [H-], [Na+], CC#CC(O)CC1(C)CCc2c(C)c(OCc3ccccc3)c(C)c(C)c2O1, O=S(=O)(O)O. The product is CC=CC(O)CC1(C)CCc2c(C)c(OCc3ccccc3)c(C)c(C)c2O1. RXN SMILES: [CH3:30][O:31][CH2:32][CH2:33][O:34][Al+:35][O:36][CH2:37][CH2:38][O:39][CH3:40].[Cl:48][CH:49]([Cl:50])[Cl:51].[H-:29].[H-:42].[Na+:41].[OH:1][CH:2]([CH2:3][C:4]1([CH3:25])[O:5][c:6]2[c:7]([CH3:24])[c:8]([CH3:23])[c:9]([O:15][CH2:16][c:17]3[cH:18][cH:19][cH:20][cH:21][cH:22]3)[c:10]([CH3:14])[c:11]2[CH2:12][CH2:13]1)[C:26]#[C:27][CH3:28].[S:43](=[O:44])(=[O:45])([OH:46])[OH:47]>>[OH:1][CH:2]([CH2:3][C:4]1([CH3:25])[O:5][c:6]2[c:7]([CH3:24])[c:8]([CH3:23])[c:9]([O:15][CH2:16][c:17]3[cH:18][cH:19][cH:20][cH:21][cH:22]3)[c:10]([CH3:14])[c:11]2[CH2:12][CH2:13]1)[CH:26]=[CH:27][CH3:28]. The reactants are C(C)(C)(C)[Si](OC(CCC1CCC(N1)=O)CC1=CC=CC=C1)(C)C (5-[3-(tert-butyl-dimethyl-silanyloxy)-4-phenyl-butyl]-pyrrolidin-2-one), C[Si](C)(C)[N-][Si](C)(C)C.[Na+] (NaHMDS), COC(C1=CC=C(C=C1)CCCBr)=O (4-(3-bromo-propyl)-benzoic acid methyl ester). Solvent: CN(C)C=O (DMF). Run at temperature 70 celsius, time 1 hour. The product is COC(C1=CC=C(C=C1)CCCN1C(CCC1=O)CCC(CC1=CC=CC=C1)O[Si](C)(C)C(C)(C)C)=O (4-(3-{2-[3-(tert-butyl-dimethyl-silanyloxy)-4-phenyl-butyl]-5-oxo-pyrrolidin-1-yl}-propyl)-benzoic acid methyl ester). The yield is 70.3%. Reaction SMILES: [C:1]([Si:5]([CH3:24])([CH3:23])[O:6][CH:7]([CH2:16][C:17]1[CH:22]=[CH:21][CH:20]=[CH:19][CH:18]=1)[CH2:8][CH2:9][CH:10]1[NH:14][C:13](=[O:15])[CH2:12][CH2:11]1)([CH3:4])([CH3:3])[CH3:2].C[Si]([N-][Si](C)(C)C)(C)C.[Na+].[CH3:35][O:36][C:37](=[O:48])[C:38]1[CH:43]=[CH:42][C:41]([CH2:44][CH2:45][CH2:46]Br)=[CH:40][CH:39]=1>CN(C=O)C>[CH3:35][O:36][C:37](=[O:48])[C:38]1[CH:43]=[CH:42][C:41]([CH2:44][CH2:45][CH2:46][N:14]2[C:13](=[O:15])[CH2:12][CH2:11][CH:10]2[CH2:9][CH2:8][CH:7]([O:6][Si:5]([C:1]([CH3:3])([CH3:2])[CH3:4])([CH3:24])[CH3:23])[CH2:16][C:17]2[CH:22]=[CH:21][CH:20]=[CH:19][CH:18]=2)=[CH:40][CH:39]=1 |f:1.2|. Procedure details: To a solution of 5-[3-(tert-butyl-dimethyl-silanyloxy)-4-phenyl-butyl]-pyrrolidin-2-one (3.20 g, 9.21 mmol) in DMF (30 mL) at 0° C. was added NaHMDS (1M in THF, 11.5 mL, 11.5 mmol). After 1 h, 4-(3-bromo-propyl)-benzoic acid methyl ester (2.84 g, 11.0 mmol) was added and the reaction mixture was stirred at 70° C. for 18 h. The DMF was removed in vacuo and the residue was dissolved in EtOAc. The organic solution was washed with water, dried (MgSO4), filtered and concentrated. The residue was puri...